Dataset: the Open Reaction Database (ORD), a public repository of structured organic reaction records. Task: describe an organic reaction: reactants, conditions, products, and yield Reactants: BrCC(CC(=O)OC)=O (Methyl 4-bromo-3-oxobutyrate), C1=CC(=C[N+](=C1)[C@H]2[C@@H]([C@@H]([C@H](O2)COP(=O)(O)OP(=O)(O)OC[C@@H]3[C@H]([C@H]([C@@H](O3)N4C=NC5=C4N=CN=C5N)OP(=O)(O)O)O)O)O)C(=O)N (NADP+), O=C[C@H](O)[C@@H](O)[C@H](O)[C@H](O)CO (glucose), O=C[C@H](O)[C@@H](O)[C@H](O)[C@H](O)CO (glucose), P(=O)([O-])([O-])[O-] (phosphate), C([O-])([O-])=O.[Na+].[Na+] (sodium carbonate). The solvent is C(C)(=O)OCCCC (butyl acetate). Conditions: temperature 30 celsius, time 7 hour. Product: BrCC(CC(=O)OC)O (Methyl 4-bromo-3-hydroxybutyrate), BrCC(CC(=O)OC)=O (methyl 4-bromo-3-oxobutyrate). Reaction SMILES: [Br:1][CH2:2][C:3](=[O:9])[CH2:4][C:5]([O:7][CH3:8])=[O:6].C1C=[N+]([C@@H]2O[C@H](COP(OP(OC[C@H]3O[C@@H](N4C5N=CN=C(N)C=5N=C4)[C@H](OP(O)(O)=O)[C@@H]3O)(O)=O)(O)=O)[C@@H](O)[C@H]2O)C=C(C(N)=O)C=1.O=C[C@@H]([C@H]([C@@H]([C@@H](CO)O)O)O)O.P([O-])([O-])([O-])=O.C(=O)([O-])[O-].[Na+].[Na+]>C(OCCCC)(=O)C>[Br:1][CH2:2][CH:3]([OH:9])[CH2:4][C:5]([O:7][CH3:8])=[O:6].[Br:1][CH2:2][C:3](=[O:9])[CH2:4][C:5]([O:7][CH3:8])=[O:6] |f:4.5.6|. Procedure: Methyl 4-bromo-3-oxobutyrate (300 mg), the above-mentioned wet bacterial cells (0.4 g), NADP+ (9 mg), glucose (750 mg), glucose dehydrogenase (manufactured by Amano Pharmaceuticals, Co., Ltd.) (1.2 mg), 100 mM phosphate buffer (pH 6.5) (15 ml) and butyl acetate (15 ml) were mixed. The mixture was stirred at 30° C. for 7 hr. During the stirring, 2M aqueous sodium carbonate solution was gradually added to adjust the pH of the reaction solution to 6.5±0.2. After the stirring had been finished, the ... Reactants: OCC=1C=C(CNC(=O)CCN2CCC(CC2)OC(NC2=C(C=CC=C2)C2=CC=CC=C2)=O)C=CC1 (biphenyl-2-ylcarbamic acid 1-[2-(3-hydroxymethylbenzyl carbamoyl)ethyl]piperidin-4-yl ester), CCN(C(C)C)C(C)C (DIPEA), CS(=O)C (DMSO), N1=CC=CC=C1.S(=O)(=O)=O (sulfur trioxide pyridine). Run in C(Cl)Cl (DCM). Run at temperature -10 celsius, time 0.75 hour. Yields the product C(=O)C=1C=C(CNC(=O)CCN2CCC(CC2)OC(NC2=C(C=CC=C2)C2=CC=CC=C2)=O)C=CC1 (Biphenyl-2-ylcarbamic Acid 1-[2-(3-formylbenzylcarbamoyl)ethyl]piperidin-4-yl Ester). RXN SMILES: [OH:1][CH2:2][C:3]1[CH:4]=[C:5]([CH:34]=[CH:35][CH:36]=1)[CH2:6][NH:7][C:8]([CH2:10][CH2:11][N:12]1[CH2:17][CH2:16][CH:15]([O:18][C:19](=[O:33])[NH:20][C:21]2[CH:26]=[CH:25][CH:24]=[CH:23][C:22]=2[C:27]2[CH:32]=[CH:31][CH:30]=[CH:29][CH:28]=2)[CH2:14][CH2:13]1)=[O:9].CCN(C(C)C)C(C)C.CS(C)=O.N1C=CC=CC=1.S(=O)(=O)=O>C(Cl)Cl>[CH:2]([C:3]1[CH:4]=[C:5]([CH:34]=[CH:35][CH:36]=1)[CH2:6][NH:7][C:8]([CH2:10][CH2:11][N:12]1[CH2:13][CH2:14][CH:15]([O:18][C:19](=[O:33])[NH:20][C:21]2[CH:26]=[CH:25][CH:24]=[CH:23][C:22]=2[C:27]2[CH:28]=[CH:29][CH:30]=[CH:31][CH:32]=2)[CH2:16][CH2:17]1)=[O:9])=[O:1] |f:3.4|. Reported procedure: To a flask was added biphenyl-2-ylcarbamic acid 1-[2-(3-hydroxymethylbenzyl carbamoyl)ethyl]piperidin-4-yl ester (0.33 g, 0.68 mmol; prepared as described in Preparation 12), DCM (5 mL), DIPEA (0.47 mL, 2.7 mol) and DMSO (0.2 mL, 2.7 mol). Using an ice bath, the mixture was cooled to about −10° C. and sulfur trioxide pyridine-complex (0.32 g, 2.0 mol) was added. The reaction was stirred at −10° C. for 0.75 hour. Before removing the ice-bath, the reaction was quenched by adding water (5 mL). The ... Reactants: C(C1=CC=CC=C1)OC(=O)N[C@@H](CC(=O)O)C(=O)O (N-benzyloxycarbonyl-L-aspartic acid), COC([C@@H](N)CC1=CC=CC=C1)=O (L-phenylalanine methyl ester). The solvent is buffer solution. Conditions: temperature 38 celsius, time 20 hour. Yields the product COC([C@@H](NC([C@@H](NC(=O)OCC1=CC=CC=C1)CC(O)=O)=O)CC1=CC=CC=C1)=O (N-benzyloxycarbonyl-L-aspartyl-L-phenylalanine methyl ester), COC([C@@H](N)CC1=CC=CC=C1)=O (L-phenylalanine methyl ester). The yield is 95.5%. RXN SMILES: [CH2:1]([O:8][C:9]([NH:11][C@H:12]([C:17]([OH:19])=O)[CH2:13][C:14]([OH:16])=[O:15])=[O:10])[C:2]1[CH:7]=[CH:6][CH:5]=[CH:4][CH:3]=1.[CH3:20][O:21][C:22](=[O:32])[C@H:23]([CH2:25][C:26]1[CH:31]=[CH:30][CH:29]=[CH:28][CH:27]=1)[NH2:24]>>[CH3:20][O:21][C:22](=[O:32])[C@H:23]([CH2:25][C:26]1[CH:31]=[CH:30][CH:29]=[CH:28][CH:27]=1)[NH:24][C:17](=[O:19])[C@H:12]([CH2:13][C:14](=[O:15])[OH:16])[NH:11][C:9]([O:8][CH2:1][C:2]1[CH:3]=[CH:4][CH:5]=[CH:6][CH:7]=1)=[O:10].[CH3:20][O:21][C:22](=[O:32])[C@H:23]([CH2:25][C:26]1[CH:31]=[CH:30][CH:29]=[CH:28][CH:27]=1)[NH2:24]. Procedure: A 267.2 mg (1 m mol) of N-benzyloxycarbonyl-L-aspartic acid and 537.6 mg (3 m mol) of L-phenylalanine methyl ester were dissolved in 5 ml of McIlvain's buffer solution (pH:7.0). The resulting solution was admixed with 100 mg of Thermoase and 100 mg of potato inhibitor and shaken at 38° C. for 20 hours. The precipitate was collected and washed with water and dried to obtain 580 mg of a crude crystalline addition compound of N-benzyloxycarbonyl-L-aspartyl-L-phenylalanine methyl ester and L-phenyla...